This data is from the Open Reaction Database (ORD), a public repository of structured organic reaction records. The task is: describe an organic reaction: reactants, conditions, products, and yield Reactants: C(C)(C)(C)OC(=O)N1CCN(CC1)C(CCO)=O (3-(4-tert-butoxycarbonylpiperazine-1-yl)-3-oxopropane-1-ol), Cl.O1CCOCC1 (HCl dioxane). The solvent is CO (MeOH). Run at time 16 hour. Product: Cl.O=C(CCO)N1CCNCC1 (3-oxo-3-piperazine-1-ylpropane-1-ol hydrochloride). As a reaction SMILES: C(OC([N:8]1[CH2:13][CH2:12][N:11]([C:14](=[O:18])[CH2:15][CH2:16][OH:17])[CH2:10][CH2:9]1)=O)(C)(C)C.[ClH:19].O1CCOCC1>CO>[ClH:19].[O:18]=[C:14]([N:11]1[CH2:10][CH2:9][NH:8][CH2:13][CH2:12]1)[CH2:15][CH2:16][OH:17] |f:1.2,4.5|. Procedure details: A mixture of 1-tert-butoxycarbonylpiperazine, 3-hydroxypropionic acid, 1-hydroxybenzotriazole (HOBt), 1-ethyl-3-(3-dimethylaminopropyl)carbodiimide hydrochloride (EDCI) and DMF was stirred for 24 hours at room temperature to give 3-(4-tert-utoxycarbonylpiperazine-1-yl)-3-oxopropane-1-ol. A mixture of the obtained 3-(4-tert-butoxycarbonylpiperazine-1-yl)-3-oxopropane-1-ol, 4M HCl-dioxane solution and MeOH was stirred for 16 hours at room temperature to give 3-oxo-3-piperazine-1-ylpropane-1-ol hyd... The reactants are C(C=O)(=O)[O-].[K+] (potassium glyoxylate), C(C)(=O)[O-].[NH4+] (ammonium acetate), C1(=CC=CC=C1)O (phenol). Solvent: O (water). Reaction conditions: time 24 hour. Product: C1=CC(=CC=C1C(C(=O)O)N)O (DL-p-hydroxyphenylglycine). Yield: 28.8%. RXN SMILES: [C:1]([O-:5])(=[O:4])[CH:2]=O.[K+].C([O-])(=O)C.[NH4+:11].[C:12]1([OH:18])[CH:17]=[CH:16][CH:15]=[CH:14][CH:13]=1>O>[CH:14]1[C:15]([CH:2]([NH2:11])[C:1]([OH:5])=[O:4])=[CH:16][CH:17]=[C:12]([OH:18])[CH:13]=1 |f:0.1,2.3|. Procedure: 42.1 g of potassium glyoxylate, 75 g of ammonium acetate, 60 g of phenol and 130 ml of water are treated in the same manner as described in Example 1. The reaction was conducted for a period of 24 hours. 18.1 g of DL-p-hydroxyphenylglycine are thereby obtained as crystals. Yield 33.6%. The reactants are CC(C)C(NC(=O)OCc1ccccc1)C(=O)O, CN(C)c1ccncc1, C(=NC1CCCCC1)=NC1CCCCC1, Nc1nc2c(ncn2C2CC(F)C(CO)O2)c(=O)[nH]1, CN(C)C=O, On1nnc2ccccc21. The product is CC(C)C(NC(=O)OCc1ccccc1)C(=O)C(O)C1OC(n2cnc3c(=O)[nH]c(N)nc32)CC1F. Reaction SMILES: [C:20](=[O:21])([O:22][CH2:23][c:24]1[cH:25][cH:26][cH:27][cH:28][cH:29]1)[NH:30][CH:31]([CH:32]([CH3:33])[CH3:34])[C:35](=[O:36])[OH:37].[CH3:63][N:64]([CH3:65])[c:66]1[cH:67][cH:68][n:69][cH:70][cH:71]1.[CH:48]1([N:49]=[C:50]=[N:51][CH:52]2[CH2:53][CH2:54][CH2:55][CH2:56][CH2:57]2)[CH2:58][CH2:59][CH2:60][CH2:61][CH2:62]1.[F:1][CH:2]1[CH2:3][CH:4]([n:9]2[cH:10][n:11][c:12]3[c:13](=[O:14])[nH:15][c:16]([NH2:17])[n:18][c:19]23)[O:5][CH:6]1[CH2:7][OH:8].[O:72]=[CH:73][N:74]([CH3:75])[CH3:76].[OH:38][n:39]1[c:40]2[cH:41][cH:42][cH:43][cH:44][c:45]2[n:46][n:47]1>>[F:1][CH:2]1[CH2:3][CH:4]([n:9]2[cH:10][n:11][c:12]3[c:13](=[O:14])[nH:15][c:16]([NH2:17])[n:18][c:19]23)[O:5][CH:6]1[CH:7]([OH:8])[C:35]([CH:31]([NH:30][C:20](=[O:21])[O:22][CH2:23][c:24]1[cH:25][cH:26][cH:27][cH:28][cH:29]1)[CH:32]([CH3:33])[CH3:34])=[O:36]. The reactants are CO, Cl, Cc1cnc(NC(=O)c2cc(Oc3cnc(C(=O)N4CCC4)cn3)cc(OC(C)CO[Si](C)(C)C(C)(C)C)c2)cn1. The product is Cc1cnc(NC(=O)c2cc(Oc3cnc(C(=O)N4CCC4)cn3)cc(OC(C)CO)c2)cn1. RXN SMILES: [CH3:43][OH:44].[ClH:1].[N:2]1([C:6](=[O:7])[c:8]2[n:9][cH:10][c:11]([O:14][c:15]3[cH:16][c:17]([C:18](=[O:19])[NH:20][c:21]4[n:22][cH:23][c:24]([CH3:27])[n:25][cH:26]4)[cH:28][c:29]([O:31][CH:32]([CH2:33][O:34][Si:35]([C:36]([CH3:37])([CH3:38])[CH3:39])([CH3:40])[CH3:41])[CH3:42])[cH:30]3)[n:12][cH:13]2)[CH2:3][CH2:4][CH2:5]1>>[N:2]1([C:6](=[O:7])[c:8]2[n:9][cH:10][c:11]([O:14][c:15]3[cH:16][c:17]([C:18](=[O:19])[NH:20][c:21]4[n:22][cH:23][c:24]([CH3:27])[n:25][cH:26]4)[cH:28][c:29]([O:31][CH:32]([CH2:33][OH:34])[CH3:42])[cH:30]3)[n:12][cH:13]2)[CH2:3][CH2:4][CH2:5]1. Starting materials: S1C(=NC2=C1C=CC=C2)N[C@@H]2C[C@H](C2)NC(C(C)(O)C=2C(=NC=CC2)Cl)=O (N-(trans-3-(benzo[d]thiazol-2-ylamino)cyclobutyl)-2-(2-chloropyridin-3-yl)-2-hydroxypropanamide), chloro-(2-dicyclohexylphosphino-2′,6′-diisopropoxy-1,1′-biphenyl)[2-(2-aminoethyl)phenyl]palladium(II)-methyl-tert-butyl ether, CC(C)([O-])C.[Na+] (sodium tert-butoxide). Solvent: O1CCOCC1 (Dioxane). Conditions: temperature 80 celsius. The product is S1C(=NC2=C1C=CC=C2)N[C@@H]2C[C@H](C2)N2C([C@](C=1C2=NC=CC1)(C)O)=O ((R)-1-(trans-3-(benzo[d]thiazol-2-ylamino)cyclobutyl)-3-hydroxy-3-methyl-1H-pyrrolo[2,3-b]pyridin-2(3H)-one), S1C(=NC2=C1C=CC=C2)N[C@@H]2C[C@H](C2)N2C([C@@](C=1C2=NC=CC1)(C)O)=O ((S)-1-(trans-3-(benzo[d]thiazol-2-ylamino)cyclobutyl)-3-hydroxy-3-methyl-1H-pyrrolo[2,3-b]pyridin-2(3H)-one). Isolated yield 13.7%. Reaction SMILES: [S:1]1[C:5]2[CH:6]=[CH:7][CH:8]=[CH:9][C:4]=2[N:3]=[C:2]1[NH:10][C@H:11]1[CH2:14][C@H:13]([NH:15][C:16](=[O:27])[C:17]([C:20]2[C:21](Cl)=[N:22][CH:23]=[CH:24][CH:25]=2)([OH:19])[CH3:18])[CH2:12]1.CC(C)([O-])C.[Na+]>O1CCOCC1>[S:1]1[C:5]2[CH:6]=[CH:7][CH:8]=[CH:9][C:4]=2[N:3]=[C:2]1[NH:10][C@H:11]1[CH2:14][C@H:13]([N:15]2[C:21]3=[N:22][CH:23]=[CH:24][CH:25]=[C:20]3[C@:17]([OH:19])([CH3:18])[C:16]2=[O:27])[CH2:12]1.[S:1]1[C:5]2[CH:6]=[CH:7][CH:8]=[CH:9][C:4]=2[N:3]=[C:2]1[NH:10][C@H:11]1[CH2:14][C@H:13]([N:15]2[C:21]3=[N:22][CH:23]=[CH:24][CH:25]=[C:20]3[C@@:17]([OH:19])([CH3:18])[C:16]2=[O:27])[CH2:12]1 |f:1.2|. Procedure: A mixture of N-(trans-3-(benzo[d]thiazol-2-ylamino)cyclobutyl)-2-(2-chloropyridin-3-yl)-2-hydroxypropanamide (0.094 g, 0.233 mmol), chloro-(2-dicyclohexylphosphino-2′,6′-diisopropoxy-1,1′-biphenyl)[2-(2-aminoethyl)phenyl]palladium(II)-methyl-tert-butyl ether adduct (Sigma Aldrich, 0.011 g, 0.014 mmol), sodium tert-butoxide (Aldrich, 0.045 g, 0.467 mmol) in Dioxane (0.933 ml) in a microwave vial was heated to 80° C. overnight. The reaction mixture was directly loaded onto a Biotage samplet. Purif... RXN SMILES: [C:12]([CH3:13])([CH3:14])([CH3:15])[Si:16]([CH3:17])([CH3:18])[Cl:19].[Cl:1][c:2]1[n:3][c:4]([O:10][CH3:11])[cH:5][c:6]([CH2:8][OH:9])[cH:7]1.[O:26]=[CH:27][N:28]([CH3:29])[CH3:30].[OH2:25].[nH:20]1[cH:21][cH:22][n:23][cH:24]1>>[Cl:1][c:2]1[n:3][c:4]([O:10][CH3:11])[cH:5][c:6]([CH2:8][O:9][Si:16]([C:12]([CH3:13])([CH3:14])[CH3:15])([CH3:17])[CH3:18])[cH:7]1. Yields the product COc1cc(CO[Si](C)(C)C(C)(C)C)cc(Cl)n1. The reactants are CC(C)(C)[Si](C)(C)Cl, COc1cc(CO)cc(Cl)n1, CN(C)C=O, O, c1c[nH]cn1.